Dataset: the Open Reaction Database (ORD), a public repository of structured organic reaction records. Task: describe an organic reaction: reactants, conditions, products, and yield Reactants: ClC1=CC=C(C=C1)C=1C=C(NC1)C(=O)OCCO (2-hydroxyethyl 4-(4-chlorophenyl)pyrrole-2-carboxylate), [OH-].[K+] (potassium hydroxide), O (water). Run in C(C)O (ethanol). Yields the product ClC1=CC=C(C=C1)C=1C=C(NC1)C(=O)O (4-(4-Chlorophenyl)pyrrole-2-carboxylic Acid). As a reaction SMILES: [Cl:1][C:2]1[CH:7]=[CH:6][C:5]([C:8]2[CH:9]=[C:10]([C:13]([O:15]CCO)=[O:14])[NH:11][CH:12]=2)=[CH:4][CH:3]=1.[OH-].[K+].O>C(O)C>[Cl:1][C:2]1[CH:7]=[CH:6][C:5]([C:8]2[CH:9]=[C:10]([C:13]([OH:15])=[O:14])[NH:11][CH:12]=2)=[CH:4][CH:3]=1 |f:1.2|. Procedure: Crude 2-hydroxyethyl 4-(4-chlorophenyl)pyrrole-2-carboxylate (3 g.) was heated on a steam bath with potassium hydroxide (2 g.) in 25 ml. of water and 25 ml. of ethanol for 30 minutes. The balance of the ethanol was evaporated in vacuo, chloroform (25 ml.) was added and 4-(4-chlorophenyl)pyrrole-2-carboxylic acid (723 mg., m.p. 219°-222° C., ir(KBr): 3390, 3077 and 1695 cm.-1, m/e 221/223) recovered by filtration. The reactants are FB(F)F, Brc1csc(Br)c1, [Li]CCCC, CCOCC, [Cl-], C1CC2CON=C2CO1, [NH4+]. Reaction SMILES: [B:29]([F:30])([F:31])[F:32].[Br:6][c:7]1[s:8][cH:9][c:10]([Br:12])[cH:11]1.[CH2:1]([Li:2])[CH2:3][CH2:4][CH3:5].[CH2:24]([O:25][CH2:26][CH3:27])[CH3:28].[Cl-:22].[N:13]1=[C:17]2[CH:16]([CH2:15][O:14]1)[CH2:21][CH2:20][O:19][CH2:18]2.[NH4+:23]>>[c:7]1([C:17]23[NH:13][O:14][CH2:15][CH:16]2[CH2:21][CH2:20][O:19][CH2:18]3)[s:8][cH:9][c:10]([Br:12])[cH:11]1. Yields the product Brc1csc(C23COCCC2CON3)c1. Starting materials: C(C)(C)(C)OC(=O)N1[C@@H](C[C@H](C1)OCC1=CC=CC=C1)C(NC=1C=C2C=3C(=CNC3C1)C=NNC2=O)=O ((2S, 4R) 4-Benzyloxy-2-(6-oxo-5,6-dihydro-1H-[1,2]diazepino[4,5,6-cd]indol-8-ylcarbamoyl)-pyrrolidine-1-carboxylic Acid tert-Butyl Ester), Cl (HCl), O1CCOCC1 (dioxane). The product is O=C1NN=CC2=CNC=3C=C(C=C1C23)NC(=O)[C@H]2NC[C@@H](C2)OCC2=CC=CC=C2 ((2S, 4R)-4-Benzyloxy-pyrrolidine-2-carboxylic Acid (6-oxo-5,6-dihydro-1H-[1,2]diazepino[4,5,6-cd]indol-8-yl)-amide). As a reaction SMILES: C(OC([N:8]1[CH2:12][C@H:11]([O:13][CH2:14][C:15]2[CH:20]=[CH:19][CH:18]=[CH:17][CH:16]=2)[CH2:10][C@H:9]1[C:21](=[O:37])[NH:22][C:23]1[CH:24]=[C:25]2[C:35](=[O:36])[NH:34][N:33]=[CH:32][C:27]3=[CH:28][NH:29][C:30]([CH:31]=1)=[C:26]23)=O)(C)(C)C.Cl.O1CCOCC1>>[O:36]=[C:35]1[C:25]2[C:26]3[C:27](=[CH:28][NH:29][C:30]=3[CH:31]=[C:23]([NH:22][C:21]([C@@H:9]3[CH2:10][C@@H:11]([O:13][CH2:14][C:15]4[CH:20]=[CH:19][CH:18]=[CH:17][CH:16]=4)[CH2:12][NH:8]3)=[O:37])[CH:24]=2)[CH:32]=[N:33][NH:34]1. Procedure details: Preparation of the title compound from Intermediate 142(a) (0.106 g, 0.21 mmol) and 4M HCl in dioxane (1 mL, 4.2 mmol) was carried out analogously to Example 91. Isolation, also in an analogous manner, included a further trituration with CH2Cl2/diethyl ether and afforded the title compound (0.085 g) as an orange/yellow powder in 92% yield.